This data is from the Open Reaction Database (ORD), a public repository of structured organic reaction records. The task is: describe an organic reaction: reactants, conditions, products, and yield Starting materials: BrCCCCBr (1,4-dibromobutane), C(C)(C)N(CC)C(C)C (diisopropylethylamine), NC1=CC=C(C(=O)OCC)C=C1 (ethyl 4-aminobenzoate). Run in O (water), C1=CC=CC=C1 (benzene). Yields the product N1(CCCC1)C1=CC=C(C(=O)OCC)C=C1 (ethyl 4-(pyrrolidine-1-yl)benzoate). Reaction SMILES: [NH2:1][C:2]1[CH:12]=[CH:11][C:5]([C:6]([O:8][CH2:9][CH3:10])=[O:7])=[CH:4][CH:3]=1.Br[CH2:14][CH2:15][CH2:16][CH2:17]Br.C(N(C(C)C)CC)(C)C>C1C=CC=CC=1.O>[N:1]1([C:2]2[CH:3]=[CH:4][C:5]([C:6]([O:8][CH2:9][CH3:10])=[O:7])=[CH:11][CH:12]=2)[CH2:17][CH2:16][CH2:15][CH2:14]1. Procedure details: 1.69 g (10.2 mmol) of ethyl 4-aminobenzoate was dissolved in 10 ml of benzene. 2.18 g (10.1 mmol) of 1,4-dibromobutane and 3.53 ml (20.2 mmol) of diisopropylethylamine were added to the solution, and they were heated under reflux for 48 hours. The reaction solution was diluted with water. After the extraction with ethyl acetate, the organic layer was washed with water and then with saturated Aqueous NaCl solution and dried over anhydrous magnesium sulfate. The solvent was evaporated to obtain th... The reactants are O=c1[nH]nc2cc(-c3ccc(Cl)cc3)c(-c3ccccc3Cl)nn12, FC(F)(F)c1ccc(CBr)cc1, [K+], [K+], O=C([O-])[O-], CN(C)C=O. Yields the product O=c1n(Cc2ccc(C(F)(F)F)cc2)nc2cc(-c3ccc(Cl)cc3)c(-c3ccccc3Cl)nn12. As a reaction SMILES: [Cl:1][c:2]1[c:3](-[c:8]2[c:9](-[c:18]3[cH:19][cH:20][c:21]([Cl:24])[cH:22][cH:23]3)[cH:10][c:11]3[n:12]([n:13]2)[c:14](=[O:17])[nH:15][n:16]3)[cH:4][cH:5][cH:6][cH:7]1.[F:25][C:26]([c:27]1[cH:28][cH:29][c:30]([CH2:31][Br:32])[cH:33][cH:34]1)([F:35])[F:36].[K+:37].[K+:38].[O-:39][C:40]([O-:41])=[O:42].[O:43]=[CH:44][N:45]([CH3:46])[CH3:47]>>[Cl:1][c:2]1[c:3](-[c:8]2[c:9](-[c:18]3[cH:19][cH:20][c:21]([Cl:24])[cH:22][cH:23]3)[cH:10][c:11]3[n:12]([n:13]2)[c:14](=[O:17])[n:15]([CH2:31][c:30]2[cH:29][cH:28][c:27]([C:26]([F:25])([F:35])[F:36])[cH:34][cH:33]2)[n:16]3)[cH:4][cH:5][cH:6][cH:7]1. Starting materials: C12[C@H](CC(CC1)C2)NC=2SC(C(N2)=O)(CC2CCNCC2)C (2-((2S)-bicyclo[2.2.1]heptan-2-ylamino)-5-methyl-5-(piperidin-4-ylmethyl)thiazol-4(5H)-one), C(C)(=O)OC(C)=O (acetic anhydride), C(C)(C)N(CC)C(C)C (diisopropylethylamine). The solvent is C(Cl)Cl (CH2Cl2), [Cl-].[Na+].O (Brine). Run at time 18 hour. Yields the product C(C)(=O)N1CCC(CC1)CC1(C(N=C(S1)N[C@@H]1C2CCC(C1)C2)=O)C (5-((1-Acetylpiperidin-4-yl)methyl)-2-((2S)-bicyclo[2.2.1]heptan-2-ylamino)-5-methylthiazol-4(5H)-one). RXN SMILES: [CH:1]12[CH2:7][CH:4]([CH2:5][CH2:6]1)[CH2:3][C@@H:2]2[NH:8][C:9]1[S:10][C:11]([CH3:22])([CH2:15][CH:16]2[CH2:21][CH2:20][NH:19][CH2:18][CH2:17]2)[C:12](=[O:14])[N:13]=1.[C:23](OC(=O)C)(=[O:25])[CH3:24].C(N(C(C)C)CC)(C)C>C(Cl)Cl.[Cl-].[Na+].O>[C:23]([N:19]1[CH2:20][CH2:21][CH:16]([CH2:15][C:11]2([CH3:22])[S:10][C:9]([NH:8][C@H:2]3[CH2:3][CH:4]4[CH2:7][CH:1]3[CH2:6][CH2:5]4)=[N:13][C:12]2=[O:14])[CH2:17][CH2:18]1)(=[O:25])[CH3:24] |f:4.5.6|. Procedure details: A mixture of 2-((2S)-bicyclo[2.2.1]heptan-2-ylamino)-5-methyl-5-(piperidin-4-ylmethyl)thiazol-4(5H)-one (130 mg, 0.41 mmol), acetic anhydride (Aldrich, 83 mg, 0.81 mmol) and diisopropylethylamine (157 mg, 1.22 mmol) in CH2Cl2 (3 mL) was stirred at room temperature for ca. 18 h. Brine was then added, and the mixture was extracted with CH2Cl2 (4×60 mL). The combined organic extracts were washed with brine, dried over Na2SO4, filtered, and concentrated in vacuo. Flash column chromatography (silica ... The reactants are NC(=O)N (urea), C1(=CC=CC=C1)C (toluene), CCOCC (ether), C1(CCCC1)N (cyclopentyl-amine). Run in C(C)(=O)O (acetic acid). Product: C1(CCCC1)NC(N)=O (N'-cyclopentyl-urea), raw product. As a reaction SMILES: [NH2:1][C:2]([NH2:4])=[O:3].[C:5]1([CH3:11])[CH:10]=[CH:9][CH:8]=CC=1.CCOCC.C1(N)CCCC1>C(O)(=O)C>[CH:8]1([NH:1][C:2](=[O:3])[NH2:4])[CH2:9][CH2:10][CH2:5][CH2:11]1. Procedure details: A mixture of 10.3 g of N-[4-(β-<2-methoxy-5-chlorobenzamido>-ethyl)-benzenesulfonyl]-urea (m.p. 171° - 173°C), 300 ml of toluene, 30 ml of glycolmonomethyl ether, 1.65 g of glacial acetic acid and 2.4 g of cyclopentyl-amine was refluxed for 5 hours. Subsequently, the mixture was concentrated in vacuo and the residue was treated with alcohol. N-[4-(β-<2-methoxy-5-chlorobenzamido>-ethyl)-benzenesulfonyl] -N'-cyclopentyl-urea obtained as a raw product was separated by suction-filtration and recryst... Reactants: BrCC#N (bromoacetonitrile), CC(=O)C (acetone), C([O-])([O-])=O.[K+].[K+] (potassium carbonate), OC=1C=C(CO)C=CC1 (3-hydroxybenzyl alcohol). Run in CN(C=O)C (dimethylformamide), C1(=CC=CC=C1)C.C(C)(=O)OCC (toluene ethyl acetate). Conditions: time 5 minute. Yields the product OCC=1C=C(OCC#N)C=CC1 (2-[3-(Hydroxymethyl)phenoxy]acetonitrile). As a reaction SMILES: [OH:1][C:2]1[CH:3]=[C:4]([CH:7]=[CH:8][CH:9]=1)[CH2:5][OH:6].CC(C)=O.C(=O)([O-])[O-].[K+].[K+].Br[CH2:21][C:22]#[N:23]>CN(C)C=O.C1(C)C=CC=CC=1.C(OCC)(=O)C>[OH:6][CH2:5][C:4]1[CH:3]=[C:2]([CH:9]=[CH:8][CH:7]=1)[O:1][CH2:21][C:22]#[N:23] |f:2.3.4,7.8|. Reported procedure: 25.3 g (203.8 mmol) of 3-hydroxybenzyl alcohol are dissolved in 50 ml of dimethylformamide, and 400 ml of acetone and 28.17 g (203.8 mmol) of finely ground potassium carbonate are added. After 5 minutes of stirring, 24.45 g (203.8 mmol) of bromoacetonitrile are added, and the mixture is boiled under reflux for 72 hours. The mixture is filtered and the filtrate is concentrated under reduced pressure. The residue is dissolved in ethyl acetate and washed with 10% strength aqueous sodium hydroxide s... Reactants: OCC1=C(C=CC=C1)O (o-(hydroxymethyl)phenol), C(C)OP(C1=CC=CC=C1)C1=CC=CC=C1 (ethyldiphenylphosphinite). Solvent: O1CCCC1 (tetrahydrofuran). Yields the product C1(=CC=CC=C1)P(=O)(C1=CC=CC=C1)CC1=C(C=CC=C1)O (o-(diphenylphosphinylmethyl)phenol). The yield is 73.1%. Reaction SMILES: O[CH2:2][C:3]1[CH:8]=[CH:7][CH:6]=[CH:5][C:4]=1[OH:9].C([O:12][P:13]([C:20]1[CH:25]=[CH:24][CH:23]=[CH:22][CH:21]=1)[C:14]1[CH:19]=[CH:18][CH:17]=[CH:16][CH:15]=1)C>O1CCCC1>[C:14]1([P:13]([CH2:2][C:3]2[CH:8]=[CH:7][CH:6]=[CH:5][C:4]=2[OH:9])([C:20]2[CH:25]=[CH:24][CH:23]=[CH:22][CH:21]=2)=[O:12])[CH:15]=[CH:16][CH:17]=[CH:18][CH:19]=1. Procedure details: In a reactor equipped with a thermometer, a stirrer and a condenser were placed 99.2 g of o-(hydroxymethyl)phenol and 400 ml of tetrahydrofuran. They were made into a uniform solution. Thereto was added 184 g of ethyldiphenylphosphinite. The resulting mixture was subjected to reaction for 3 hr with heating and stirring. The reaction mixture was cooled and the resulting white crystal precipitate was separated by filtration and then dried to obtain 180 g of o-(diphenylphosphinylmethyl)phenol. Yiel...